This data is from the Open Reaction Database (ORD), a public repository of structured organic reaction records. The task is: describe an organic reaction: reactants, conditions, products, and yield Reactants: CCOCC(=O)O, Cl, Cl, Cl, NC1CCC(CCN2CCN(c3nccc4occc34)CC2)CC1. The product is CCOCC(=O)NC1CCC(CCN2CCN(c3nccc4occc34)CC2)CC1. As a reaction SMILES: [CH2:28]([CH3:29])[O:30][CH2:31][C:32](=[O:33])[OH:34].[ClH:1].[ClH:2].[ClH:3].[o:4]1[cH:5][cH:6][c:7]2[c:8]([N:13]3[CH2:14][CH2:15][N:16]([CH2:19][CH2:20][CH:21]4[CH2:22][CH2:23][CH:24]([NH2:27])[CH2:25][CH2:26]4)[CH2:17][CH2:18]3)[n:9][cH:10][cH:11][c:12]12>>[o:4]1[cH:5][cH:6][c:7]2[c:8]([N:13]3[CH2:14][CH2:15][N:16]([CH2:19][CH2:20][CH:21]4[CH2:22][CH2:23][CH:24]([NH:27][C:32]([CH2:31][O:30][CH2:28][CH3:29])=[O:33])[CH2:25][CH2:26]4)[CH2:17][CH2:18]3)[n:9][cH:10][cH:11][c:12]12. The reactants are CC1(COC=2C1=C(C=CC2)O)C (3,3-dimethyl-2H-benzofuran-4-ol), CC1(COC=2C1=C(C=CC2)O)C (3,3-dimethyl-2H-benzofuran-4-ol), CN(C)C=O (DMF), FC1=C(C=C(C=N1)N1C(=NNC1=O)C)C (4-(6-fluoro-5-methyl-3-pyridyl)-3-methyl-1H-1,2,4-triazol-5-one), FC1=C(C=C(C=N1)N1C(=NNC1=O)C)C (4-(6-fluoro-5-methyl-3-pyridyl)-3-methyl-1H-1,2,4-triazol-5-one). Conditions: temperature 110 celsius, time 16 hour. The product is CC1(COC2=C1C(=CC=C2)OC2=C(C=C(C=N2)N2C(NN=C2C)=O)C)C (4-{6-[(3,3-dimethyl-2,3-dihydro-1-benzofuran-4-yl)oxy]-5-methylpyridin-3-yl}-5-methyl-2,4-dihydro-3H-1,2,4-triazol-3-one). The yield is 11.0%. As a reaction SMILES: [CH3:1][C:2]1([CH3:12])[C:6]2=[C:7]([OH:11])[CH:8]=[CH:9][CH:10]=[C:5]2[O:4][CH2:3]1.CN(C=O)C.F[C:19]1[N:24]=[CH:23][C:22]([N:25]2[C:29](=[O:30])[NH:28][N:27]=[C:26]2[CH3:31])=[CH:21][C:20]=1[CH3:32]>>[CH3:1][C:2]1([CH3:12])[C:6]2[C:7]([O:11][C:19]3[N:24]=[CH:23][C:22]([N:25]4[C:26]([CH3:31])=[N:27][NH:28][C:29]4=[O:30])=[CH:21][C:20]=3[CH3:32])=[CH:8][CH:9]=[CH:10][C:5]=2[O:4][CH2:3]1. Procedure details: To a solution of 3,3-dimethyl-2H-benzofuran-4-ol (WO2012/076877 Intermediate 50, 30 mg, 0.18 mmol) in dry DMF (0.5 mL) dipotassium carbonate (50.5 mg, 0.365 mmol) and then 4-(6-fluoro-5-methyl-3-pyridyl)-3-methyl-1H-1,2,4-triazol-5-one (Intermediate 9, 38.0 mg, 0.18 mmol) were added and the reaction mixture was stirred for 16 hours at 110° C. The reaction was quenched with water (1 ml), diluted with brine (5 ml) and extracted with ethyl acetate (2×10 ml). The organic layer was dried (Na2SO4), fi... Starting materials: C([O-])([O-])=O.[K+].[K+] (potassium carbonate), C1(CC1)C(CC(=O)OC)OC (methyl 3-cyclopropyl-3-methoxypropionate), CCCCCC (hexane). Solvent: CO (methanol). Reaction conditions: time 13 hour. The product is C1(CC1)C(C(=O)OC)=C (methyl cyclopropylacrylate). Isolated yield 62.0%. As a reaction SMILES: C1(C(OC)C[C:6]([O:8][CH3:9])=[O:7])CC1.C(=O)([O-])[O-].[K+].[K+].C[CH2:19][CH2:20][CH2:21][CH2:22][CH3:23]>CO>[CH:21]1([C:20](=[CH2:19])[C:6]([O:8][CH3:9])=[O:7])[CH2:22][CH2:23]1 |f:1.2.3|. Reported procedure: To a solution of the mixture of methyl cyclopylacrylate and methyl 3-cyclopropyl-3-methoxypropionate (59.6 g, from Example 1, Example 2, Example 3 or Example 4) in methanol (120 ml) was added potassium carbonate (32.24 g) and stirred for 13 hours at room temperature. After addition of hexane, the upper hexane's layer was separated, filtered and concentrated. The residue was diluted with hexane, filtered, concentrated, and distill (50 mmHg, 101° C. to 102° C.) to give methyl cyclopropylacrylate (... Starting materials: C(CCCCCC(=O)[O-])(=O)OCC (monoethyl heptanedioate), NC1=C(C=CC=C1)O (o-aminophenol), B(O)(O)O (boric acid), C=1(C(=CC=CC1)C)C (xylene). The solvent is O (water). The product is O1C(=NC2=C1C=CC=C2)CCCCCC(=O)OCC (ethyl 6-(benzoxazol-2-yl)hexanoate). Yield: 77.2%. Reaction SMILES: [C:1]([O:11][CH2:12][CH3:13])(=[O:10])[CH2:2][CH2:3][CH2:4][CH2:5][CH2:6][C:7]([O-:9])=O.[NH2:14][C:15]1[CH:20]=[CH:19][CH:18]=[CH:17][C:16]=1O.B(O)(O)O.C1(C)C(C)=CC=CC=1>O>[O:9]1[C:16]2[CH:17]=[CH:18][CH:19]=[CH:20][C:15]=2[N:14]=[C:7]1[CH2:6][CH2:5][CH2:4][CH2:3][CH2:2][C:1]([O:11][CH2:12][CH3:13])=[O:10]. Reported procedure: A mixture of monoethyl heptanedioate (9.41 g), o-aminophenol (5.46 g), boric acid (3.09 g), and xylene (100 ml) was refluxed with water being azeotropically removed for 16 hours. After cooling to room temperature, the insoluble matter was filtered off and the filtrate was concentrated under reduced pressure. The residue was purified by silica gel column chromatography (hexane-ethyl acetate=2:1) to provide ethyl 6-(benzoxazol-2-yl)hexanoate (10.1 g). Starting materials: C(C)OC1=C(C=C(C=C1)S(=O)(=O)Cl)C1=NN2C(C(N1)=O)=C(N=C2C)C (4-ethoxy-3-(5,7-dimethyl-4-oxo-3,4-dihydroimidazo[5,1-f][1,2,4]triazin-2-yl)-benzenesulphonyl chloride), OC1CNCC1 (3-hydroxypyrrolidine), 2-[2-ethoxy-5-(3-hydroxy-pyrrolidine-1-sulphonyl)-phenyl]-5,7-dimethyl-3H-imidazo-[5,1-f][1,2]triazin-4-one. Product: C(C)OC1=C(C=C(C=C1)S(=O)(=O)N1CC(CC1)O)C1=NN2C(C(N1)=O)=C(N=C2C)C (2-[2-Ethoxy-5-(3-hydroxypyrrolidine-1-sulphonyl)-phenyl]-5,7-dimethyl-3H-imidazo[5,1-f]-[1,2,4]triazin-4-one). Reaction SMILES: [CH2:1]([O:3][C:4]1[CH:9]=[CH:8][C:7]([S:10](Cl)(=[O:12])=[O:11])=[CH:6][C:5]=1[C:14]1[NH:19][C:18](=[O:20])[C:17]2=[C:21]([CH3:25])[N:22]=[C:23]([CH3:24])[N:16]2[N:15]=1)[CH3:2].[OH:26][CH:27]1[CH2:31][CH2:30][NH:29][CH2:28]1>>[CH2:1]([O:3][C:4]1[CH:9]=[CH:8][C:7]([S:10]([N:29]2[CH2:30][CH2:31][CH:27]([OH:26])[CH2:28]2)(=[O:12])=[O:11])=[CH:6][C:5]=1[C:14]1[NH:19][C:18](=[O:20])[C:17]2=[C:21]([CH3:25])[N:22]=[C:23]([CH3:24])[N:16]2[N:15]=1)[CH3:2]. Reported procedure: By the same method, starting with 100 mg (0.261 mmol) of 4-ethoxy-3-(5,7-dimethyl-4-oxo-3,4-dihydroimidazo[5,1-f][1,2,4]triazin-2-yl)-benzenesulphonyl chloride and, 70 mg (0.784 mmol) of 3-hydroxypyrrolidine, 13 mg (11.1% of theory) of 2-[2-ethoxy-5-(3-hydroxy-pyrrolidine-1-sulphonyl)-phenyl]-5,7-dimethyl-3H-imidazo-[5,1-f][1,2]triazin-4-one are obtained.